From a dataset of the Open Reaction Database (ORD), a public repository of structured organic reaction records. describe an organic reaction: reactants, conditions, products, and yield Reactants: ClC(Cl)Cl, Cl, O=C(O)c1ccc(Nc2ccnc3c(C(F)(F)F)cccc23)cc1, CCN1CCCC(N)C1, [Na+], [Na+], O=C([O-])[O-], CN(C)C=O, O, O, O=S(Cl)Cl. Product: CCN1CCCC(NC(=O)c2ccc(Nc3ccnc4c(C(F)(F)F)cccc34)cc2)C1. Reaction SMILES: [CH:51]([Cl:52])([Cl:53])[Cl:54].[ClH:2].[F:3][C:4]([c:5]1[cH:6][cH:7][cH:8][c:9]2[c:10]([NH:15][c:16]3[cH:17][cH:18][c:19]([C:20](=[O:21])[OH:22])[cH:23][cH:24]3)[cH:11][cH:12][n:13][c:14]12)([F:25])[F:26].[NH2:32][CH:33]1[CH2:34][N:35]([CH2:39][CH3:40])[CH2:36][CH2:37][CH2:38]1.[Na+:41].[Na+:42].[O-:43][C:44](=[O:45])[O-:46].[O:27]=[CH:28][N:29]([CH3:30])[CH3:31].[OH2:1].[OH2:55].[S:47]([Cl:48])([Cl:49])=[O:50]>>[F:3][C:4]([c:5]1[cH:6][cH:7][cH:8][c:9]2[c:10]([NH:15][c:16]3[cH:17][cH:18][c:19]([C:20](=[O:21])[NH:32][CH:33]4[CH2:34][N:35]([CH2:39][CH3:40])[CH2:36][CH2:37][CH2:38]4)[cH:23][cH:24]3)[cH:11][cH:12][n:13][c:14]12)([F:25])[F:26]. Starting materials: COC=1C=C2C(=NC=NC2=CC1OC)OC=1C=C2C=CC=C(C2=CC1)C(=O)O (6-(6,7-dimethoxyquinazolin-4-yloxy)-1-naphthoic acid), FC1=CC(=C(C=C1)N)N (4-fluoro-o-phenylenediamine). Product: NC1=C(C=CC(=C1)F)NC(=O)C1=CC=CC2=CC(=CC=C12)OC1=NC=NC2=CC(=C(C=C12)OC)OC (N-(2-amino-4-fluorophenyl)-6-(6,7-dimethoxyquinazolin-4-yloxy)-1-naphthamide). Isolated yield 89.0%. RXN SMILES: [CH3:1][O:2][C:3]1[CH:4]=[C:5]2[C:10](=[CH:11][C:12]=1[O:13][CH3:14])[N:9]=[CH:8][N:7]=[C:6]2[O:15][C:16]1[CH:17]=[C:18]2[C:23](=[CH:24][CH:25]=1)[C:22]([C:26]([OH:28])=O)=[CH:21][CH:20]=[CH:19]2.[F:29][C:30]1[CH:35]=[CH:34][C:33]([NH2:36])=[C:32]([NH2:37])[CH:31]=1>>[NH2:37][C:32]1[CH:31]=[C:30]([F:29])[CH:35]=[CH:34][C:33]=1[NH:36][C:26]([C:22]1[C:23]2[C:24](=[CH:25][C:16]([O:15][C:6]3[C:5]4[C:10](=[CH:11][C:12]([O:13][CH3:14])=[C:3]([O:2][CH3:1])[CH:4]=4)[N:9]=[CH:8][N:7]=3)=[CH:17][CH:18]=2)[CH:19]=[CH:20][CH:21]=1)=[O:28]. Procedure: The title compound (43.1 mg, 89% yield) was prepared as a brown solid from 6-(6,7-dimethoxyquinazolin-4-yloxy)-1-naphthoic acid (37.6 mg, 0.1 mmol) and 4-fluoro-o-phenylenediamine (15.1 mg, 0.12 mmol) by an analogous procedure to that described in example 16. 1H NMR (DMSO-d6) δ 4.01 (s, 6H, 2×OCH3), 5.28 (s, 2H, benzene-NH2), 6.41 (td, J=2.6 and 8.5 Hz, 1H, Ar—H), 6.59 (dd, J=2.6 and 11.2 Hz, 1H, Ar—H), 7.35 (td, J=1.8 and 7.5 Hz, 1H, Ar—H), 7.41 (s, 1H, Ar—H), 7.59 (dd, J=2.2 and 8.4 Hz, 1H, Ar... The reactants are Cl (hydrogen chloride), ice, ClC1=C(C=CC=C1Cl)OC (2,3-Dichloroanisole), ClCCCC(=O)Cl (4-chlorobutyryl chloride), [Cl-].[Al+3].[Cl-].[Cl-] (aluminum chloride). Solvent: C(Cl)Cl (methylene chloride). Run at time 30 minute. Product: ClC1=C(C=CC(=C1Cl)C(CCCCl)=O)OC (2,3-Dichloro-4-(4-chlorobutyryl)anisole). RXN SMILES: [Cl:1][C:2]1[C:7]([Cl:8])=[CH:6][CH:5]=[CH:4][C:3]=1[O:9][CH3:10].[Cl:11][CH2:12][CH2:13][CH2:14][C:15](Cl)=[O:16].[Cl-].[Al+3].[Cl-].[Cl-].Cl>C(Cl)Cl>[Cl:1][C:2]1[C:7]([Cl:8])=[C:6]([C:15](=[O:16])[CH2:14][CH2:13][CH2:12][Cl:11])[CH:5]=[CH:4][C:3]=1[O:9][CH3:10] |f:2.3.4.5|. Procedure: 2,3-Dichloroanisole (120 gm, 0.65 mole) and 4-chlorobutyryl chloride (100 gm, 0.709 mole) were dissolved in methylene chloride (425 ml) and aluminum chloride (98.8 g, 0.741) added portionwise with stirring over 30 minutes. The temperature rose to 32° C. and hydrogen chloride was evolved. After stirring for 3 hours, the mixture was poured into ice containing concentrated hydrochloric acid (80 ml). The layers were separated and the aqueous layer extracted with methylene chloride. Reactants: [OH-].[Na+] (sodium hydroxide), [OH-].[Na+] (sodium hydroxide), [OH-].[Na+] (sodium hydroxide), SCC1(CC1)CC(=O)[O-] ([1-(mercaptomethyl)cyclopropyl]acetate), CO (methanol), Cl (HCl). Run in CC(OCC)=O (EA), O (water). Conditions: temperature 10 celsius, time 30 minute. Yields the product SCC1(CC1)CC(=O)O ([1-(mercaptomethyl)cyclopropyl]acetic acid). The yield is 81.0%. RXN SMILES: [OH-].[Na+].[SH:3][CH2:4][C:5]1([CH2:8][C:9]([O-:11])=[O:10])[CH2:7][CH2:6]1.CO.Cl>O.CC(=O)OCC>[SH:3][CH2:4][C:5]1([CH2:8][C:9]([OH:11])=[O:10])[CH2:7][CH2:6]1 |f:0.1|. Procedure details: A 5 L 4-neck round bottle flask was equipped with mechanical stirrer, a thermometer, a condenser, a nitrogen inlet and an additional funnel. Prepare 47% of sodium hydroxide solution from 855 g of sodium hydroxide was dissolved in 972 mL of water. Charge 1800 g of [1-(mercaptomethyl)cyclopropyl]acetate, 1540 mL of methanol to the reaction flask. 1540 g of 47% sodium hydroxide aqueous solution was slowly added to the reaction mixture. After the addition, the reaction mixture was heated to 70˜80° C... The reactants are COC(=O)c1ccccc1O, O=C([O-])[O-], CC(C)=O, O=S(=O)(OCC(F)(F)F)C(F)(F)F, [K+], [K+]. Product: COC(=O)c1ccccc1OCC(F)(F)F. Reaction SMILES: [C:1]([c:2]1[c:3]([OH:4])[cH:5][cH:6][cH:7][cH:8]1)(=[O:9])[O:10][CH3:11].[C:25](=[O:26])([O-:27])[O-:28].[CH3:31][C:32](=[O:33])[CH3:34].[F:12][C:13]([F:14])([F:15])[S:16]([O:17][CH2:18][C:19]([F:20])([F:21])[F:22])(=[O:23])=[O:24].[K+:29].[K+:30]>>[C:1]([c:2]1[c:3]([O:4][CH2:18][C:19]([F:20])([F:21])[F:22])[cH:5][cH:6][cH:7][cH:8]1)(=[O:9])[O:10][CH3:11]. The reactants are CN1CCC(CC(N)C(=O)N2CCN(C3CCN(C)CC3)CC2)CC1, O=C(O)c1cc2ccc(Cl)cc2s1, Cl, Cl, Cl, Cl. Product: CN1CCC(CC(NC(=O)c2cc3ccc(Cl)cc3s2)C(=O)N2CCN(C3CCN(C)CC3)CC2)CC1. Reaction SMILES: [CH3:5][N:6]1[CH2:7][CH2:8][CH:9]([CH2:12][CH:13]([NH2:14])[C:15](=[O:16])[N:17]2[CH2:18][CH2:19][N:20]([CH:23]3[CH2:24][CH2:25][N:26]([CH3:29])[CH2:27][CH2:28]3)[CH2:21][CH2:22]2)[CH2:10][CH2:11]1.[Cl:30][c:31]1[cH:32][cH:33][c:34]2[c:35]([s:36][c:37]([C:39](=[O:40])[OH:41])[cH:38]2)[cH:42]1.[ClH:1].[ClH:2].[ClH:3].[ClH:4]>>[CH3:5][N:6]1[CH2:7][CH2:8][CH:9]([CH2:12][CH:13]([NH:14][C:39]([c:37]2[s:36][c:35]3[c:34]([cH:33][cH:32][c:31]([Cl:30])[cH:42]3)[cH:38]2)=[O:40])[C:15](=[O:16])[N:17]2[CH2:18][CH2:19][N:20]([CH:23]3[CH2:24][CH2:25][N:26]([CH3:29])[CH2:27][CH2:28]3)[CH2:21][CH2:22]2)[CH2:10][CH2:11]1.